This data is from the Open Reaction Database (ORD), a public repository of structured organic reaction records. The task is: describe an organic reaction: reactants, conditions, products, and yield Reaction SMILES: [BH3:24].[ClH:25].[O:1]1[CH2:2][CH2:3][N:4]([CH:11]([CH:12]([C:13](=[O:14])[NH:15][CH3:16])[OH:17])[c:18]2[cH:19][cH:20][cH:21][cH:22][cH:23]2)[c:5]2[c:6]1[cH:7][cH:8][cH:9][cH:10]2.[O:26]1[CH2:27][CH2:28][CH2:29][CH2:30]1>>[O:1]1[CH2:2][CH2:3][N:4]([CH:11]([CH:12]([CH2:13][NH:15][CH3:16])[OH:17])[c:18]2[cH:19][cH:20][cH:21][cH:22][cH:23]2)[c:5]2[c:6]1[cH:7][cH:8][cH:9][cH:10]2. Reactants: B, Cl, CNC(=O)C(O)C(c1ccccc1)N1CCOc2ccccc21, C1CCOC1. Yields the product CNCC(O)C(c1ccccc1)N1CCOc2ccccc21.